Dataset: the Open Reaction Database (ORD), a public repository of structured organic reaction records. Task: describe an organic reaction: reactants, conditions, products, and yield The reactants are CC(=O)O, Cl, O=[N+]([O-])c1cc(C(O)c2ccccn2)ccc1Cl, O=[Cr](=O)=O, O. Product: O=C(c1ccc(Cl)c([N+](=O)[O-])c1)c1ccccn1. As a reaction SMILES: [CH3:25][C:26](=[O:27])[OH:28].[ClH:6].[N+:7](=[O:8])([O-:9])[c:10]1[cH:11][c:12]([CH:17]([OH:18])[c:19]2[n:20][cH:21][cH:22][cH:23][cH:24]2)[cH:13][cH:14][c:15]1[Cl:16].[O:1]=[Cr:2](=[O:3])=[O:4].[OH2:5]>>[N+:7](=[O:8])([O-:9])[c:10]1[cH:11][c:12]([C:17](=[O:18])[c:19]2[n:20][cH:21][cH:22][cH:23][cH:24]2)[cH:13][cH:14][c:15]1[Cl:16].